The task is: describe an organic reaction: reactants, conditions, products, and yield. This data is from the Open Reaction Database (ORD), a public repository of structured organic reaction records. The reactants are O (water), [H-].[H-].[H-].[H-].[Li+].[Al+3] (LAH), O (Water), [OH-].[Na+] (NaOH), [H-].[H-].[H-].[H-].[Li+].[Al+3] (LAH), NC=1C=C(C=C(C1)C(F)(F)F)C1=CCN(CC1)C(=O)OC(C)(C)C (Tert-butyl 4-(3-amino-5-(trifluoromethyl)phenyl)-5,6-dihydropyridine-1(2H)-carboxylate). Solvent: C1CCOC1 (THF), C1CCOC1 (THF). Yields the product CN1CCC(=CC1)C=1C=C(C=C(C1)C(F)(F)F)N (3-(1-methyl-1,2,3,6-tetrahydropyridin-4-yl)-5-(trifluoromethyl)benzenamine). As a reaction SMILES: [H-].[H-].[H-].[H-].[Li+].[Al+3].[NH2:7][C:8]1[CH:9]=[C:10]([C:18]2[CH2:23][CH2:22][N:21]([C:24](OC(C)(C)C)=O)[CH2:20][CH:19]=2)[CH:11]=[C:12]([C:14]([F:17])([F:16])[F:15])[CH:13]=1.O.[OH-].[Na+]>C1COCC1>[CH3:24][N:21]1[CH2:20][CH:19]=[C:18]([C:10]2[CH:9]=[C:8]([NH2:7])[CH:13]=[C:12]([C:14]([F:15])([F:16])[F:17])[CH:11]=2)[CH2:23][CH2:22]1 |f:0.1.2.3.4.5,8.9|. Procedure: Into a 100 mL round bottom flask was placed LAH (1.518 g, 40 mmol) and suspended in THF (30 mL). Flask placed into an ice bath. Tert-butyl 4-(3-amino-5-(trifluoromethyl)phenyl)-5,6-dihydropyridine-1(2H)-carboxylate (1.368 g, 4 mmol) is added to THF (10 mL) and this solution is in turn added dropwise to the LAH suspension at 0° C. 15 min after addition was complete, flask is equipped with reflux condensor and allowed to reflux 15 h with stirring. Work up: Water (1.5 g) is added dropwise, then 15%... The reactants are C1(=CC=C(C=C1)S(=O)(=O)Cl)C (p-toluenesulphonyl chloride), C(O)CN (ethanolamine). Yields the product OCCNS(=O)(=O)C1=CC=C(C=C1)C (N-(2-hydroxyethyl)-p-toluenesulphonamide). RXN SMILES: [C:1]1([CH3:11])[CH:6]=[CH:5][C:4]([S:7](Cl)(=[O:9])=[O:8])=[CH:3][CH:2]=1.[CH2:12]([CH2:14][NH2:15])[OH:13]>>[OH:13][CH2:12][CH2:14][NH:15][S:7]([C:4]1[CH:5]=[CH:6][C:1]([CH3:11])=[CH:2][CH:3]=1)(=[O:9])=[O:8]. Reported procedure: The preparation is carried out as in Example 1(a) but this time 381.3 g of p-toluenesulphonyl chloride (2 mol) and 128.3 g of ethanolamine (2.1 mol) are used for the reaction. The solvent is N1=CC=CC=C1 (pyridine), ice water. Reaction SMILES: [NH2:1][C:2]1[NH:6][C:5]2[CH:7]=[CH:8][CH:9]=[C:10]([C:11]([NH:13][C:14]3[CH:45]=[CH:44][C:17]([C:18]([N:20]([CH3:43])[C:21]4[CH:26]=[CH:25][C:24]([CH3:27])=[CH:23][C:22]=4[O:28][CH2:29][CH2:30][CH2:31][CH2:32][CH2:33][C:34]([N:36]4[CH2:41][CH2:40][N:39]([CH3:42])[CH2:38][CH2:37]4)=[O:35])=[O:19])=[CH:16][C:15]=3[O:46][CH3:47])=[O:12])[C:4]=2[N:3]=1.[CH3:48][S:49](Cl)(=[O:51])=[O:50]>N1C=CC=CC=1>[CH3:48][S:49]([NH:1][C:2]1[NH:6][C:5]2[CH:7]=[CH:8][CH:9]=[C:10]([C:11]([NH:13][C:14]3[CH:45]=[CH:44][C:17]([C:18]([N:20]([CH3:43])[C:21]4[CH:26]=[CH:25][C:24]([CH3:27])=[CH:23][C:22]=4[O:28][CH2:29][CH2:30][CH2:31][CH2:32][CH2:33][C:34]([N:36]4[CH2:41][CH2:40][N:39]([CH3:42])[CH2:38][CH2:37]4)=[O:35])=[O:19])=[CH:16][C:15]=3[O:46][CH3:47])=[O:12])[C:4]=2[N:3]=1)(=[O:51])=[O:50]. Conditions: time 3 hour. Yield: 14.9%. Yields the product CS(=O)(=O)NC1=NC2=C(N1)C=CC=C2C(=O)NC2=C(C=C(C(=O)N(C1=C(C=C(C=C1)C)OCCCCCC(=O)N1CCN(CC1)C)C)C=C2)OC (4-(2-methanesulfonylamino-1H-benzimidazol-4-yl)carbonylamino-3-methoxy-N-methyl-N-[4-methyl-2-[5-(4-methylpiperazin-1-yl)carbonylpent-1-yloxy]phenyl]benzamide). Reported procedure: To a solution of 4-(2-amino-1H-benzimidazol-4-yl)carbonylamino-3-methoxy-N-methyl-N-[4-methyl-2-[5-(4-methylpiperazin-1-yl)carbonylpent-1-yloxy]phenyl]benzamide (90 mg) in pyridine (1 ml) was added methanesulfonyl chloride (18 mg) in ice water bath under nitrogen and the mixture was stirred at the same temperature for 3 hours. The reaction mixture was concentrated in vacuo and the residue was dissolved in chloroform. The organic layer was washed successively with saturated aqueous sodium bicarbo... Starting materials: NC1=NC2=C(N1)C=CC=C2C(=O)NC2=C(C=C(C(=O)N(C1=C(C=C(C=C1)C)OCCCCCC(=O)N1CCN(CC1)C)C)C=C2)OC (4-(2-amino-1H-benzimidazol-4-yl)carbonylamino-3-methoxy-N-methyl-N-[4-methyl-2-[5-(4-methylpiperazin-1-yl)carbonylpent-1-yloxy]phenyl]benzamide), CS(=O)(=O)Cl (methanesulfonyl chloride). The reactants are FC1=CC=C(C=C1)C(CCN(CCCCN)C)C1=NC=CC=C1 (N-[3-(4-fluorophenyl)-3-(2-pyridyl)propyl]-N-methyl-1,4-butanediamine), C(=O)(N1C=NC=C1)N1C=NC=C1 (1,1'-carbonyldiimidazole), N1(CCCCC1)CC=1C=C(OCCCN)C=CC1 (3-[3-(piperidinomethyl)phenoxy]propaneamine). The solvent is C(C)(=O)OCC.CO (ethyl acetate methanol). Yields the product FC1=CC=C(C=C1)C(CCN(C)CCCCNC(=O)NCCCOC1=CC(=CC=C1)CN1CCCCC1)C1=NC=CC=C1 (N-[4-[N-[3-(4-fluorophenyl)-3-(2-pyridyl)propyl]-N-methylamino]butyl]-N'-[3-[3-(piperidinomethyl)phenoxy]propyl]urea). Reaction SMILES: [F:1][C:2]1[CH:7]=[CH:6][C:5]([CH:8]([C:18]2[CH:23]=[CH:22][CH:21]=[CH:20][N:19]=2)[CH2:9][CH2:10][N:11]([CH3:17])[CH2:12][CH2:13][CH2:14][CH2:15][NH2:16])=[CH:4][CH:3]=1.[C:24](N1C=CN=C1)(N1C=CN=C1)=[O:25].[N:36]1([CH2:42][C:43]2[CH:44]=[C:45]([CH:51]=[CH:52][CH:53]=2)[O:46][CH2:47][CH2:48][CH2:49][NH2:50])[CH2:41][CH2:40][CH2:39][CH2:38][CH2:37]1>C(OCC)(=O)C.CO>[F:1][C:2]1[CH:3]=[CH:4][C:5]([CH:8]([C:18]2[CH:23]=[CH:22][CH:21]=[CH:20][N:19]=2)[CH2:9][CH2:10][N:11]([CH2:12][CH2:13][CH2:14][CH2:15][NH:16][C:24]([NH:50][CH2:49][CH2:48][CH2:47][O:46][C:45]2[CH:51]=[CH:52][CH:53]=[C:43]([CH2:42][N:36]3[CH2:41][CH2:40][CH2:39][CH2:38][CH2:37]3)[CH:44]=2)=[O:25])[CH3:17])=[CH:6][CH:7]=1 |f:3.4|. Procedure: Preparation is effected analogously to Example 63, using 0.7 g (2.2 mmol) of N-[3-(4-fluorophenyl)-3-(2-pyridyl)propyl]-N-methyl-1,4-butanediamine, an equimolar amount of 1,1'-carbonyldiimidazole and 0.6 g (2.4 mmol) of 3-[3-(piperidinomethyl)phenoxy]propaneamine as starting materials. Working up by chromatography (eluant: ethyl acetate/methanol 95+5) analogously to Example 63 yields the purified title compound in the form of an oil; MS (+FAB method): m/z (rel. int.[%])=590 ([M+H]+ 17), 214 (100... The reactants are C1(O)=CC=C(O)C=C1 (hydroquinone), [OH-].[K+] (KOH), Cl (hydrochloric acid), S(=O)(=O)([O-])C1=CC=C(C)C=C1 (tosylate). Run in C(C)O (ethanol), CO (methanol), O (water). Reaction conditions: time 5 hour. Yields the product C(CCCC)OC(CCCCCOC1=CC=C(C=C1)O)C (4-(6-pentyloxyheptyloxy)phenol). Isolated yield 66.7%. RXN SMILES: [C:1]1([CH:8]=[CH:7][C:5]([OH:6])=[CH:4][CH:3]=1)[OH:2].[OH-:9].[K+].S([C:15]1[CH:21]=[CH:20][C:18]([CH3:19])=[CH:17][CH:16]=1)([O-])(=O)=O.Cl>O.C(O)C.CO>[CH2:4]([O:9][CH:18]([CH3:19])[CH2:20][CH2:21][CH2:15][CH2:16][CH2:17][O:2][C:1]1[CH:8]=[CH:7][C:5]([OH:6])=[CH:4][CH:3]=1)[CH2:3][CH2:1][CH2:8][CH3:7] |f:1.2|. Procedure: 2.3 g of hydroquinone, 0.94 g of 85% KOH, 4 ml of methanol and 20 ml of ethanol were stirred at 50°-53° C., and 4.36 g of the above tosylate was dropped in 1 hour. After the addition, the mixture was stirred for 2 hours at 60°-65° C. and for 5 hours at 76°-78° C. After the reaction, the mixture was poured into cold water, acidified to pH 1 with 6N-hydrochloric acid and extracted with hexane. After being washed with water, the extract was dried with anhydrous MgSO4, and the solvent was distilled ... Starting materials: CCOC(=O)C(C)(C)Oc1ccc(OCCn2c(=O)sc3cc(C(C)=O)ccc32)cc1, CON. The product is CCOC(=O)C(C)(C)Oc1ccc(OCCn2c(=O)sc3cc(C(C)=NOC)ccc32)cc1. RXN SMILES: [C:1]([CH3:2])(=[O:3])[c:4]1[cH:5][c:6]2[c:7]([n:8]([CH2:12][CH2:13][O:14][c:15]3[cH:16][cH:17][c:18]([O:19][C:20]([C:21](=[O:22])[O:23][CH2:24][CH3:25])([CH3:26])[CH3:27])[cH:28][cH:29]3)[c:9](=[O:11])[s:10]2)[cH:30][cH:31]1.[CH3:32][O:33][NH2:34]>>[C:1]([CH3:2])([c:4]1[cH:5][c:6]2[c:7]([n:8]([CH2:12][CH2:13][O:14][c:15]3[cH:16][cH:17][c:18]([O:19][C:20]([C:21](=[O:22])[O:23][CH2:24][CH3:25])([CH3:26])[CH3:27])[cH:28][cH:29]3)[c:9](=[O:11])[s:10]2)[cH:30][cH:31]1)=[N:34][O:33][CH3:32].